Dataset: the Open Reaction Database (ORD), a public repository of structured organic reaction records. Task: describe an organic reaction: reactants, conditions, products, and yield Reactants: COC(=O)c1ccc(F)cc1OCCCNC(=O)OC(C)(C)C, C1COCCN1. Yields the product COC(=O)c1ccc(N2CCOCC2)cc1OCCCNC(=O)OC(C)(C)C. As a reaction SMILES: [C:1]([CH3:2])([CH3:3])([CH3:4])[O:5][C:6](=[O:7])[NH:8][CH2:9][CH2:10][CH2:11][O:12][c:13]1[c:14]([C:15](=[O:16])[O:17][CH3:18])[cH:19][cH:20][c:21]([F:23])[cH:22]1.[CH2:24]1[CH2:25][O:26][CH2:27][CH2:28][NH:29]1>>[C:1]([CH3:2])([CH3:3])([CH3:4])[O:5][C:6](=[O:7])[NH:8][CH2:9][CH2:10][CH2:11][O:12][c:13]1[c:14]([C:15](=[O:16])[O:17][CH3:18])[cH:19][cH:20][c:21]([N:29]2[CH2:24][CH2:25][O:26][CH2:27][CH2:28]2)[cH:22]1. The reactants are (9,9-dimethyl-9H-xanthene-3,6-diyl)bis(diphenylphosphine)(Xantphos), BrC=1C=NC=C(C1)CN1CCCC1 (3-Bromo-5-pyrrolidin-1-ylmethylpyridine), NC1=NC=CC(=C1)CN1C(N(C(C1(C)C)=O)C1=CC=C(C=C1)C(C)(C)C)=O (1-[(2-aminopyridin-4-yl)methyl]-3-(4-tert-butylphenyl)-5,5-dimethylimidazolidine-2,4-dione), C([O-])([O-])=O.[Cs+].[Cs+] (caesium carbonate). The reagents and catalysts are C(C)(=O)[O-].C(C)(=O)[O-].[Pd+2] (palladium diacetate). Solvent: O1CCOCC1 (dioxane). Product: C(C)(C)(C)C1=CC=C(C=C1)N1C(N(C(C1=O)(C)C)CC1=CC(=NC=C1)NC=1C=NC=C(C1)CN1CCCC1)=O (3-(4-tert-butylphenyl)-5,5-dimethyl-1-[2-(5-pyrrolidin-1-ylmethylpyridin-3-ylamino)pyridin-4-ylmethyl]imidazolidine-2,4-dione). Isolated yield 12.5%. RXN SMILES: [NH2:1][C:2]1[CH:7]=[C:6]([CH2:8][N:9]2[C:13]([CH3:15])([CH3:14])[C:12](=[O:16])[N:11]([C:17]3[CH:22]=[CH:21][C:20]([C:23]([CH3:26])([CH3:25])[CH3:24])=[CH:19][CH:18]=3)[C:10]2=[O:27])[CH:5]=[CH:4][N:3]=1.C(=O)([O-])[O-].[Cs+].[Cs+].Br[C:35]1[CH:36]=[N:37][CH:38]=[C:39]([CH2:41][N:42]2[CH2:46][CH2:45][CH2:44][CH2:43]2)[CH:40]=1>O1CCOCC1.C([O-])(=O)C.C([O-])(=O)C.[Pd+2]>[C:23]([C:20]1[CH:19]=[CH:18][C:17]([N:11]2[C:12](=[O:16])[C:13]([CH3:15])([CH3:14])[N:9]([CH2:8][C:6]3[CH:5]=[CH:4][N:3]=[C:2]([NH:1][C:35]4[CH:36]=[N:37][CH:38]=[C:39]([CH2:41][N:42]5[CH2:43][CH2:44][CH2:45][CH2:46]5)[CH:40]=4)[CH:7]=3)[C:10]2=[O:27])=[CH:22][CH:21]=1)([CH3:26])([CH3:25])[CH3:24] |f:1.2.3,6.7.8|. Reported procedure: To a solution of 500 mg of 1-[(2-aminopyridin-4-yl)methyl]-3-(4-tert-butylphenyl)-5,5-dimethylimidazolidine-2,4-dione obtained in stage c) of Example 7 in 15 mL of dioxane are successively added, under argon, 46 mg of palladium diacetate, 95 mg of (9,9-dimethyl-9H-xanthene-3,6-diyl)bis(diphenylphosphine)(Xantphos), 1.8 g of caesium carbonate and 0.39 g of 3-Bromo-5-pyrrolidin-1-ylmethylpyridine obtained in stage a) below. The reaction mixture is refluxed for 4 hours and then filtered, and the fi... Starting materials: C(=O)([O-])C(O)C(O)C(=O)[O-].[K+].[Na+] (sodium potassium tartrate), [Si](C)(C)(C(C)(C)C)OC[C@@H](C)OC[C@@H](C(=O)OC)OC1=C2C(=NC=N1)N(N=C2)C2=NC=CC=C2Cl ((2S)-methyl 3-((R)-1-(tert-butyldimethylsilyloxy)propan-2-yloxy)-2-(1-(3-chloropyridin-2-yl)-1H-pyrazolo[3,4-d]pyrimidin-4-yloxy)propanoate), C[Al](C)C (Trimethylaluminium), NC1=NC=C(C#N)C=C1 (6-aminonicotinonitrile). The solvent is CCOC(=O)C (EtOAc), C1(=CC=CC=C1)C (toluene), C(Cl)Cl (DCM). Run at temperature 0 celsius, time 20 minute. Yields the product [Si](C)(C)(C(C)(C)C)OC[C@@H](C)OC[C@@H](C(=O)NC1=NC=C(C=C1)C#N)OC1=C2C(=NC=N1)N(N=C2)C2=NC=CC=C2Cl ((2S)-3-((R)-1-(tert-butyldimethylsilyloxy)propan-2-yloxy)-2-(1-(3-chloropyridin-2-yl)-1H-pyrazolo[3,4-d]pyrimidin-4-yloxy)-N-(5-cyanopyridin-2-yl)propanamide). Isolated yield 56.4%. Reaction SMILES: C[Al](C)C.[NH2:5][C:6]1[CH:13]=[CH:12][C:9]([C:10]#[N:11])=[CH:8][N:7]=1.[Si:14]([O:21][CH2:22][C@H:23]([O:25][CH2:26][C@H:27]([O:32][C:33]1[N:38]=[CH:37][N:36]=[C:35]2[N:39]([C:42]3[C:47]([Cl:48])=[CH:46][CH:45]=[CH:44][N:43]=3)[N:40]=[CH:41][C:34]=12)[C:28](OC)=[O:29])[CH3:24])([C:17]([CH3:20])([CH3:19])[CH3:18])([CH3:16])[CH3:15].C(C(C(C([O-])=O)O)O)([O-])=O.[K+].[Na+]>C(Cl)Cl.C1(C)C=CC=CC=1.CCOC(C)=O>[Si:14]([O:21][CH2:22][C@H:23]([O:25][CH2:26][C@H:27]([O:32][C:33]1[N:38]=[CH:37][N:36]=[C:35]2[N:39]([C:42]3[C:47]([Cl:48])=[CH:46][CH:45]=[CH:44][N:43]=3)[N:40]=[CH:41][C:34]=12)[C:28]([NH:5][C:6]1[CH:13]=[CH:12][C:9]([C:10]#[N:11])=[CH:8][N:7]=1)=[O:29])[CH3:24])([C:17]([CH3:20])([CH3:19])[CH3:18])([CH3:16])[CH3:15] |f:3.4.5|. Reported procedure: Trimethylaluminium (2M in hexanes) (1.839 mL, 3.68 mmol) was added to 6-aminonicotinonitrile (CAS no. 4214-73-7) (411 mg, 3.45 mmol) in DCM (8 mL) cooled to 0° C. under nitrogen. The resulting solution was stirred at 0° C. for 20 minutes. (2S)-methyl 3-((R)-1-(tert-butyldimethylsilyloxy)propan-2-yloxy)-2-(1-(3-chloropyridin-2-yl)-1H-pyrazolo[3,4-d]pyrimidin-4-yloxy)propanoate (Intermediate AN2) (600 mg, 1.15 mmol) in toluene (8 mL) was added and the reaction was allowed to warm to room temperatu... The reactants are C1OC2=C(O1)C=C(C=C2)O (sesamol), C1N2CN3CN1CN(C2)C3 (hexamethylenetetramine), FC(C(=O)O)(F)F (trifluoroacetic acid), Cl (hydrochloric acid). Yields the product OC1=CC2=C(C=C1C=O)OCO2 (6-hydroxy-3,4-methylenedioxybenzaldehyde). As a reaction SMILES: [CH2:1]1[O:5][C:4]2[CH:6]=[C:7]([OH:10])[CH:8]=[CH:9][C:3]=2[O:2]1.C1N2CN3CN(C2)CN1C3.Cl.FC(F)(F)[C:24](O)=[O:25]>>[OH:10][C:7]1[C:8]([CH:24]=[O:25])=[CH:9][C:3]2[O:2][CH2:1][O:5][C:4]=2[CH:6]=1. Reported procedure: In a 500 mL recovery flask, 10.0 g (72.4 mmol) of sesamol (manufactured by Tokyo Chemical Industry Co., Ltd.) and 15.2 g (109 mmol, 1.5 eq) of hexamethylenetetramine (manufactured by Tokyo Chemical Industry Co., Ltd.) were dissolved in 100 ml of trifluoroacetic acid (manufactured by Kanto Chemical Co., Inc.) and reacted at 95° C. for 10 hours. After the reaction was completed, in an ice bath, 200 ml of 1 N hydrochloric acid was added thereto and the resultant was stirred for minutes. After the s... Starting materials: C12CNCCC2CN1C1=NC2=CC=CC=C2N=C1 (2-(3,8-diaza-bicyclo[4.2.0]oct-8-yl)-quinoxaline), C1(=C(C=CC=C1)C(=O)N1CC2CNC2C1)C1=CC=CC=C1 (Biphenyl-2-yl-(3,6-diaza-bicyclo[3.2.0]hept-3-yl)-methanone), ClC1=NC=CC(=N1)OC (2-chloro-4-methoxypyrimidine). The product is C1(=C(C=CC=C1)C(=O)N1CC2CN(C2C1)C1=NC=CC(=N1)OC)C1=CC=CC=C1 (3-(Biphenyl-2-ylcarbonyl)-6-(4-methoxypyrimidin-2-yl)-3,6-diazabicyclo[3.2.0]heptane). Reaction SMILES: C12N(C3C=NC4C(=CC=CC=4)N=3)CC1CCNC2.[C:19]1([C:34]2[CH:39]=[CH:38][CH:37]=[CH:36][CH:35]=2)[CH:24]=[CH:23][CH:22]=[CH:21][C:20]=1[C:25]([N:27]1[CH2:33][CH:32]2[CH:29]([CH2:30][NH:31]2)[CH2:28]1)=[O:26].Cl[C:41]1[N:46]=[C:45]([O:47][CH3:48])[CH:44]=[CH:43][N:42]=1>>[C:19]1([C:34]2[CH:39]=[CH:38][CH:37]=[CH:36][CH:35]=2)[CH:24]=[CH:23][CH:22]=[CH:21][C:20]=1[C:25]([N:27]1[CH2:33][CH:32]2[CH:29]([CH2:30][N:31]2[C:41]2[N:46]=[C:45]([O:47][CH3:48])[CH:44]=[CH:43][N:42]=2)[CH2:28]1)=[O:26]. Procedure details: The title compound was prepared in a manner analogous to for Intermediate 2, Step A, using Intermediate 19 and 2-chloro-4-methoxypyrimidine. MS (ESI) mass calcd. for C23H22N4O2, 386.46; m/z found, 387.2 [M+H]+. Starting materials: CC(C)(C)N, CO, C[N+]1(C)CCC(=O)CC1, [I-], O. Yields the product CC(C)(C)N1CCC(=O)CC1. Reaction SMILES: [CH3:11][C:12]([CH3:13])([CH3:14])[NH2:15].[CH3:17][OH:18].[CH3:2][N+:3]1([CH3:10])[CH2:4][CH2:5][C:6](=[O:9])[CH2:7][CH2:8]1.[I-:1].[OH2:16]>>[CH2:4]1[CH2:5][C:6](=[O:9])[CH2:7][CH2:8][N:15]1[C:12]([CH3:11])([CH3:13])[CH3:14]. Procedure: A solution of phenyl-acetic acid methyl ester (4 g, 27.3 mmol) and 4-bromo-1-fluoro-2-nitro-benzene (5 g, 22.7 mmol) in DMF (30 mL) was slowly added to a suspension of NaH (60% in mineral oil, 3 g, 77.1 mmol) in DMF (80 mL) at 0° C. under N2. The reaction was then stirred for 3 h at room temperature. MeI (5.6 mL, 91 mmol) was then added and the reaction was stirred overnight at the same temperature. The reaction was quenched with saturated aqueous NaHCO3 and extracted with EtOAc. The organic pha... The product is COC(C(C)(C1=CC=CC=C1)C1=C(C=C(C=C1)Br)[N+](=O)[O-])=O (2-(4-Bromo-2-nitro-phenyl)-2-phenyl-propionic acid methyl ester). Yield: 31.4%. Reaction conditions: time 3 hour. Reaction SMILES: [CH3:1][O:2][C:3](=[O:11])[CH2:4][C:5]1[CH:10]=[CH:9][CH:8]=[CH:7][CH:6]=1.[Br:12][C:13]1[CH:18]=[CH:17][C:16](F)=[C:15]([N+:20]([O-:22])=[O:21])[CH:14]=1.[H-].[Na+].[CH3:25]I>CN(C=O)C>[CH3:1][O:2][C:3](=[O:11])[C:4]([C:16]1[CH:17]=[CH:18][C:13]([Br:12])=[CH:14][C:15]=1[N+:20]([O-:22])=[O:21])([C:5]1[CH:6]=[CH:7][CH:8]=[CH:9][CH:10]=1)[CH3:25] |f:2.3|. Run in CN(C)C=O (DMF), CN(C)C=O (DMF). The reactants are CI (MeI), COC(CC1=CC=CC=C1)=O (phenyl-acetic acid methyl ester), BrC1=CC(=C(C=C1)F)[N+](=O)[O-] (4-bromo-1-fluoro-2-nitro-benzene), [H-].[Na+] (NaH).